The task is: describe an organic reaction: reactants, conditions, products, and yield. This data is from the Open Reaction Database (ORD), a public repository of structured organic reaction records. Product: COC1=CC=C(C=C1)NC=1C(N(C(C1C1=CC=CC=C1)=O)CCSC)=O (3-[(4-Methoxyphenyl)amino]-1-[2-(methylthio)ethyl]-4-phenyl-1H-pyrrole-2,5-dione). The solvent is CN(C)C=O (DMF). Reported procedure: 3-Chloro-1-[2-(methylthio)ethyl]-4-phenyl-1H-pyrrole-2,5-dione (0.40 mmol, 113 mg) and 4-methoxyaniline (0.88 mmol, 109 mg) were dissolved in DMF (1 mL). The mixture was heated in a microwave reactor at 150° C. for 10 min. After cooling, the solvent was evaporated under reduced pressure. The residue was partitioned between water and CH2Cl2. The organic phase was evaporated and purified by flash chromatography using a pre-packed silica column. The desired product was eluted with heptane/EtOAc 2:1... Reactants: ClC=1C(N(C(C1C1=CC=CC=C1)=O)CCSC)=O (3-Chloro-1-[2-(methylthio)ethyl]-4-phenyl-1H-pyrrole-2,5-dione), COC1=CC=C(N)C=C1 (4-methoxyaniline). As a reaction SMILES: Cl[C:2]1[C:3](=[O:18])[N:4]([CH2:14][CH2:15][S:16][CH3:17])[C:5](=[O:13])[C:6]=1[C:7]1[CH:12]=[CH:11][CH:10]=[CH:9][CH:8]=1.[CH3:19][O:20][C:21]1[CH:27]=[CH:26][C:24]([NH2:25])=[CH:23][CH:22]=1>CN(C=O)C>[CH3:19][O:20][C:21]1[CH:27]=[CH:26][C:24]([NH:25][C:2]2[C:3](=[O:18])[N:4]([CH2:14][CH2:15][S:16][CH3:17])[C:5](=[O:13])[C:6]=2[C:7]2[CH:12]=[CH:11][CH:10]=[CH:9][CH:8]=2)=[CH:23][CH:22]=1. Reaction conditions: temperature 150 celsius. Starting materials: P(=O)(Cl)(Cl)Cl (Phosphorus oxychloride), FC(C1=C(C=CC=C1)NS(=O)(=O)C1=NN2C(N=C(C=C2O)C)=N1)(F)F (N-(2-trifluoromethylphenyl)-7-hydroxy-5-methyl-1,2,4-triazolo[1,5-a]pyrimidine-2-sulfonamide). As a reaction SMILES: P(Cl)(Cl)([Cl:3])=O.[F:6][C:7]([F:30])([F:29])[C:8]1[CH:13]=[CH:12][CH:11]=[CH:10][C:9]=1[NH:14][S:15]([C:18]1[N:28]=[C:21]2[N:22]=[C:23]([CH3:27])[CH:24]=[C:25](O)[N:20]2[N:19]=1)(=[O:17])=[O:16]>C(#N)C>[F:6][C:7]([F:30])([F:29])[C:8]1[CH:13]=[CH:12][CH:11]=[CH:10][C:9]=1[NH:14][S:15]([C:18]1[N:28]=[C:21]2[N:22]=[C:23]([CH3:27])[CH:24]=[C:25]([Cl:3])[N:20]2[N:19]=1)(=[O:17])=[O:16]. The product is FC(C1=C(C=CC=C1)NS(=O)(=O)C1=NN2C(N=C(C=C2Cl)C)=N1)(F)F (N-(2-trifluoromethylphenyl)-7-chloro-5-methyl-1,2,4-triazolo[1,5-a]pyrimidine-2-sulfonamide). Conditions: time 3 day. Procedure: Phosphorus oxychloride (135 ml, 1.47 mol) was diluted with 335 ml of dry acetonitrile and added to 15 g (40 mmol) of N-(2-trifluoromethylphenyl)-7-hydroxy-5-methyl-1,2,4-triazolo[1,5-a]pyrimidine-2-sulfonamide in a one liter flask and heated to reflux with stirring. After about 3 days, the reaction was found to be complete by thin layer chromatography. Volatiles were removed by evaporation under reduced pressure until the mixture became very viscous and the residue was poured onto about one lite... Solvent: C(C)#N (acetonitrile). The reactants are C(C)OC(CC1CCN(CC1)C1=NC(=CC=C1NC(C1=CC(=CC=C1)Cl)=O)C(F)(F)F)=O ([3′-(3-chloro-benzoylamino)-6′-trifluoromethyl-3,4,5,6-tetrahydro-2H-[1,2′]bipyridinyl-4-yl]-acetic acid ethyl ester), O1CCCC1 (tetrahydrofuran), CO (methanol), [OH-].[Li+] (lithium hydroxide). Solvent: O (water). Conditions: time 2 hour. Product: ClC=1C=C(C(=O)NC=2C(=NC(=CC2)C(F)(F)F)N2CCC(CC2)CC(=O)O)C=CC1 ([3′-(3-chloro-benzoylamino)-6′-trifluoromethyl-3,4,5,6-tetrahydro-2H-[1,2′]bipyridinyl-4-yl]-acetic acid). Isolated yield 97.2%. Reaction SMILES: C([O:3][C:4](=[O:32])[CH2:5][CH:6]1[CH2:11][CH2:10][N:9]([C:12]2[C:17]([NH:18][C:19](=[O:27])[C:20]3[CH:25]=[CH:24][CH:23]=[C:22]([Cl:26])[CH:21]=3)=[CH:16][CH:15]=[C:14]([C:28]([F:31])([F:30])[F:29])[N:13]=2)[CH2:8][CH2:7]1)C.O1CCCC1.CO.[OH-].[Li+]>O>[Cl:26][C:22]1[CH:21]=[C:20]([CH:25]=[CH:24][CH:23]=1)[C:19]([NH:18][C:17]1[C:12]([N:9]2[CH2:8][CH2:7][CH:6]([CH2:5][C:4]([OH:32])=[O:3])[CH2:11][CH2:10]2)=[N:13][C:14]([C:28]([F:30])([F:29])[F:31])=[CH:15][CH:16]=1)=[O:27] |f:3.4|. Procedure: To a mixture of 0.230 g (0.489 mmol) of [3′-(3-chloro-benzoylamino)-6′-trifluoromethyl-3,4,5,6-tetrahydro-2H-[1,2′]bipyridinyl-4-yl]-acetic acid ethyl ester in a 2:1 mixture of tetrahydrofuran:methanol (12 mL) is added 0.058 g (2.4 mmol) of lithium hydroxide as a solution in water (2 mL). The mixture is stirred at room temperature for 2 hours then concentrated under reduced pressure. The residue is diluted with water and the pH of the mixture is adjusted to pH 2 by the addition of concentrated h... Product: C(C)(=O)NC1=C(C=CC(=C1)N(C)C)C1(OC(=O)C2=C(C(=C(C(=C12)Cl)Cl)Cl)Cl)C1=C(N(C2=CC=CC=C12)CC)C (3-[2-acetamido-4-dimethylaminophenyl]-3-(1-ethyl-2-methyl-3-indolyl)-4,5,6,7-tetrachlorophthalide), Formula III. Starting materials: C(C)(=O)OC(C)=O (acetic anhydride), C(C)N1C(=C(C2=CC=CC=C12)C(=O)C1=C(C(=O)O)C(=C(C(=C1Cl)Cl)Cl)Cl)C (2-[(1-ethyl-2-methyl-3-indolyl)carbonyl]-3,4,5,6-tetrachlorobenzoic acid), NC=1C=C(N(C)C)C=CC1 (m-amino-N,N-dimethylaniline). Reported procedure: Proceeding in a manner similar to that described in Example 13 above, 4.43 g (0.01 mole) of 2-[(1-ethyl-2-methyl-3-indolyl)carbonyl]-3,4,5,6-tetrachlorobenzoic acid, prepared as described in Example 2, part A above, was interacted with 2.0 g (0.015 mole) of m-amino-N,N-dimethylaniline in the presence of ten ml of acetic anhydride to obtain 3-[2-acetamido-4-dimethylaminophenyl]-3-(1-ethyl-2-methyl-3-indolyl)-4,5,6,7-tetrachlorophthalide (Formula III: R0 =R1 =R2 =R3 =Cl; R=R5 =CH3 ; ##STR31## R6 =... As a reaction SMILES: [CH2:1]([N:3]1[C:11]2[C:6](=[CH:7][CH:8]=[CH:9][CH:10]=2)[C:5]([C:12]([C:14]2[C:22]([Cl:23])=[C:21]([Cl:24])[C:20]([Cl:25])=[C:19]([Cl:26])[C:15]=2[C:16]([OH:18])=[O:17])=O)=[C:4]1[CH3:27])[CH3:2].[NH2:28][C:29]1[CH:30]=[C:31]([CH:35]=[CH:36][CH:37]=1)[N:32]([CH3:34])[CH3:33].[C:38](OC(=O)C)(=[O:40])[CH3:39]>>[C:38]([NH:28][C:29]1[CH:30]=[C:31]([N:32]([CH3:34])[CH3:33])[CH:35]=[CH:36][C:37]=1[C:12]1([C:5]2[C:6]3[C:11](=[CH:10][CH:9]=[CH:8][CH:7]=3)[N:3]([CH2:1][CH3:2])[C:4]=2[CH3:27])[C:14]2[C:15](=[C:19]([Cl:26])[C:20]([Cl:25])=[C:21]([Cl:24])[C:22]=2[Cl:23])[C:16](=[O:17])[O:18]1)(=[O:40])[CH3:39]. Reactants: BrC1=CN=C2N1C=CC=N2 (3-Bromoimidazo[1,2-a]pyrimidine), CC1(OB(OC1(C)C)C=1C=C(C=CC1)C=1C(=CC=CC1)C#N)C (3′-(4,4,5,5-tetramethyl-[1,3,2]dioxaborolan-2-yl)biphenyl-2-carbonitrile). The product is N=1C=C(N2C1N=CC=C2)C=2C=C(C=CC2)C=2C(=CC=CC2)C#N (3′-(imidazo[1,2-a]pyrimidin-3-yl)biphenyl-2-carbonitrile). Yield: 60.0%. As a reaction SMILES: Br[C:2]1[N:6]2[CH:7]=[CH:8][CH:9]=[N:10][C:5]2=[N:4][CH:3]=1.CC1(C)C(C)(C)OB([C:19]2[CH:20]=[C:21]([C:25]3[C:26]([C:31]#[N:32])=[CH:27][CH:28]=[CH:29][CH:30]=3)[CH:22]=[CH:23][CH:24]=2)O1>>[N:4]1[CH:3]=[C:2]([C:23]2[CH:22]=[C:21]([C:25]3[C:26]([C:31]#[N:32])=[CH:27][CH:28]=[CH:29][CH:30]=3)[CH:20]=[CH:19][CH:24]=2)[N:6]2[CH:7]=[CH:8][CH:9]=[N:10][C:5]=12. Reported procedure: 3-Bromoimidazo[1,2-a]pyrimidine (0.29 g, 1.68 mmol) was coupled with 3′-(4,4,5,5-tetramethyl-[1,3,2]dioxaborolan-2-yl)biphenyl-2-carbonitrile as described in Example 1 to give 3′-(imidazo[1,2-a]pyrimidin-3-yl)biphenyl-2-carbonitrile (260 mg, 60%) as an off-white powder: δH (360 MHz, CDCl3) 6.97 (1H, dd, J 7 and 4), 7.51 (1H, td, J 1 and 8), 7.59 (1H, dd, J 7 and 1), 7.62-7.73 (4H, m), 7.77-7.78 (1H, m), 7.82 (1H, dd, J 8 and 1), 7.96 (1H, s), 8.60 (1H, dd, J 7 and 2), 8.98 (1H, d, J 7 and 2); m/... The reactants are C(C)(C)(C)OC(=O)N1CC(CC1)NC(=O)C=1SC=CC1NC1=C2C(=NC=C1)NC=C2 (3-{[3-(1H-Pyrrolo[2,3-b]pyridin-4-ylamino)-thiophene-2-carbonyl]-amino}-pyrrolidine-1-carboxylic acid tert-butyl ester), S1C(=CC=C1)CCN (thiophene-2-ethylamine). Yields the product S1C(=CC=C1)CCNC(=O)C=1SC=CC1NC1=C2C(=NC=C1)NC=C2 (3-(1H-Pyrrolo[2,3-b]pyridin-4-ylamino)-thiophene-2-carboxylic acid (2-thiophen-2-yl-ethyl)-amide). As a reaction SMILES: C(OC(N1[CH2:12][CH2:11][CH:10]([NH:13][C:14]([C:16]2[S:17][CH:18]=[CH:19][C:20]=2[NH:21][C:22]2[CH:27]=[CH:26][N:25]=[C:24]3[NH:28][CH:29]=[CH:30][C:23]=23)=[O:15])C1)=O)(C)(C)C.[S:31]1C=[CH:34][CH:33]=[C:32]1CCN>>[S:31]1[CH:32]=[CH:33][CH:34]=[C:12]1[CH2:11][CH2:10][NH:13][C:14]([C:16]1[S:17][CH:18]=[CH:19][C:20]=1[NH:21][C:22]1[CH:27]=[CH:26][N:25]=[C:24]2[NH:28][CH:29]=[CH:30][C:23]=12)=[O:15]. Procedure details: This compound was prepared in an analogous manner as 3-{[3-(1H-Pyrrolo[2,3-b]pyridin-4-ylamino)-thiophene-2-carbonyl]-amino}-pyrrolidine-1-carboxylic acid tert-butyl ester using thiophene-2-ethylamine instead of 1-BOC-3-aminopyrrolidine. LCMS (ESI) 369 (M+H) 1H NMR (400 MHz, DMSO-d6) δ ppm 12.00 (1H, br. s.) 10.44 (1H, s) 8.30 (1H, t, J=5.56 Hz) 8.06 (1H, d, J=6.25 Hz) 7.85 (1H, d, J=5.47 Hz) 7.37-7.43 (2H, m) 7.29 (1H, dd, J=5.08, 1.17 Hz) 6.89 (1H, dd, J=5.08, 3.32 Hz) 6.86 (1H, dd, J=3.32, 0.... Starting materials: IC1=C(C(=CC(=C1)I)I)C1=CC(=C(C=C1)C(=O)O)[N+](=O)[O-] (2′,4′,6′-triiodo-3-nitrobiphenyl-4-carboxylic acid), S(=O)(Cl)Cl (thionyl chloride). Yields the product IC1=C(C(=CC(=C1)I)I)C1=CC(=C(C=C1)C(=O)Cl)[N+](=O)[O-] (2′,4′,6′-triiodo-3-nitrobiphenyl-4-carbonyl chloride). Reaction SMILES: [I:1][C:2]1[CH:7]=[C:6]([I:8])[CH:5]=[C:4]([I:9])[C:3]=1[C:10]1[CH:15]=[CH:14][C:13]([C:16](O)=[O:17])=[C:12]([N+:19]([O-:21])=[O:20])[CH:11]=1.S(Cl)([Cl:24])=O>>[I:1][C:2]1[CH:7]=[C:6]([I:8])[CH:5]=[C:4]([I:9])[C:3]=1[C:10]1[CH:15]=[CH:14][C:13]([C:16]([Cl:24])=[O:17])=[C:12]([N+:19]([O-:21])=[O:20])[CH:11]=1. Procedure details: 4-iodotoluene is reacted with picryl chloride in the presence of copper bronze at 215° C. to yield 2′,4′,6′-trinitro-4-methylbiphenyl (1). C 7 ⁢ H 7 ⁢ I + C 6 ⁢ H 2 ⁢ Cl ⁢ N 3 ⁢   ⁢ O 6 ⁢ → Δ Cu ⁢ C 13 ⁢ H 9 ⁢ I 3 ⁢ N 3 ⁢   ⁢ O 6 2′,4′,6′-trinitro-4-methylbiphenyl (1) is reacted with stannous chloride and hydrochloric acid to yield 2′,4′,6′-triamino-4-methylbiphenyl (2). C 13 ⁢ H 9 ⁢ N 3 ⁢   ⁢ O 6 ⁢ → H ⁢   ⁢ Cl Sn ⁢   ⁢ Cl 2 ⁢ C 13 ⁢ H 15 ⁢ N 3 2′,4′,6′-triamino-4-methylbiphenyl (2) is reacted ...